This data is from the Open Reaction Database (ORD), a public repository of structured organic reaction records. The task is: describe an organic reaction: reactants, conditions, products, and yield The reactants are CC(C)(C)OC(=O)Nc1ccccc1NC(=O)c1ccc(-c2ncc(CN3CCCCC3)s2)cc1, Cl, C1COCCO1. Yields the product Cl, Nc1ccccc1NC(=O)c1ccc(-c2ncc(CN3CCCCC3)s2)cc1. As a reaction SMILES: [C:1]([O:2][C:3](=[O:4])[NH:8][c:9]1[c:10]([NH:15][C:16]([c:17]2[cH:18][cH:19][c:20](-[c:23]3[s:24][c:25]([CH2:28][N:29]4[CH2:30][CH2:31][CH2:32][CH2:33][CH2:34]4)[cH:26][n:27]3)[cH:21][cH:22]2)=[O:35])[cH:11][cH:12][cH:13][cH:14]1)([CH3:5])([CH3:6])[CH3:7].[ClH:36].[O:37]1[CH2:38][CH2:39][O:40][CH2:41][CH2:42]1>>[ClH:36].[NH2:8][c:9]1[c:10]([NH:15][C:16]([c:17]2[cH:18][cH:19][c:20](-[c:23]3[s:24][c:25]([CH2:28][N:29]4[CH2:30][CH2:31][CH2:32][CH2:33][CH2:34]4)[cH:26][n:27]3)[cH:21][cH:22]2)=[O:35])[cH:11][cH:12][cH:13][cH:14]1.